From a dataset of the Open Reaction Database (ORD), a public repository of structured organic reaction records. describe an organic reaction: reactants, conditions, products, and yield Starting materials: [Cl-].O[NH3+] (hydroxylammonium chloride), C([O-])([O-])=O.[K+].[K+] (Potassium carbonate), C(#N)C(C)(C)NC(OC(C)(C)C)=O (tert-butyl 2-cyanopropan-2-ylcarbamate). The solvent is O (water), C(C)O (ethanol). Run at time 18 hour. Product: N\C(\C(C)(C)NC(OC(C)(C)C)=O)=N/O ((Z)-tert-Butyl 1-amino-1-(hydroxyimino)-2-methylpropan-2-ylcarbamate). The yield is 94.1%. Reaction SMILES: C(=O)([O-])[O-].[K+].[K+].[Cl-].[OH:8][NH3+:9].[C:10]([C:12]([NH:15][C:16](=[O:22])[O:17][C:18]([CH3:21])([CH3:20])[CH3:19])([CH3:14])[CH3:13])#[N:11]>O.C(O)C>[NH2:11]/[C:10](=[N:9]\[OH:8])/[C:12]([NH:15][C:16](=[O:22])[O:17][C:18]([CH3:21])([CH3:20])[CH3:19])([CH3:14])[CH3:13] |f:0.1.2,3.4|. Reported procedure: Potassium carbonate (3.64 g) was dissolved in water (12 mL) and hydroxylammonium chloride (CAN: 5470-11-1, 1.7 g, mmol) was added. A solution of tert-butyl 2-cyanopropan-2-ylcarbamate (4.84 g, 26 mmol) in ethanol (42 mL) was added and the resulting reaction mixture was stirred for 18 h at ambient temperature. The solvent was removed under reduced pressure and the residue was diluted with ethyl acetate (20 mL). The mixture was filtered and the filtrate was concentrated to yield the crude product ... Reactants: O=C([O-])[O-], CN(C)C=O, [K+], [K+], O=Cc1ccc(O)cc1, ClCc1ccccn1. The product is O=Cc1ccc(OCc2ccccn2)cc1. As a reaction SMILES: [C:18](=[O:19])([O-:20])[O-:21].[CH3:24][N:25]([CH3:26])[CH:27]=[O:28].[K+:22].[K+:23].[OH:1][c:2]1[cH:3][cH:4][c:5]([CH:6]=[O:7])[cH:8][cH:9]1.[c:10]1([CH2:16][Cl:17])[cH:11][cH:12][cH:13][cH:14][n:15]1>>[O:1]([c:2]1[cH:3][cH:4][c:5]([CH:6]=[O:7])[cH:8][cH:9]1)[CH2:16][c:10]1[cH:11][cH:12][cH:13][cH:14][n:15]1. The reactants are O=C(c1ccccc1)c1ccc(CBr)cc1, C=CCBr, C1CCOC1, [H-], [Na+], O=C(c1ccccc1)c1ccc(CO)cc1. The product is O=C(c1ccccc1)c1ccc(CBr)cc1, C=CCOCc1ccc(C(=O)c2ccccc2)cc1. Reaction SMILES: [Br:1][CH2:2][c:3]1[cH:4][cH:5][c:6]([C:7](=[O:8])[c:9]2[cH:10][cH:11][cH:12][cH:13][cH:14]2)[cH:15][cH:16]1.[CH2:35]([CH:36]=[CH2:37])[Br:38].[CH2:39]1[O:40][CH2:41][CH2:42][CH2:43]1.[H-:33].[Na+:34].[OH:17][CH2:18][c:19]1[cH:20][cH:21][c:22]([C:23](=[O:24])[c:25]2[cH:26][cH:27][cH:28][cH:29][cH:30]2)[cH:31][cH:32]1>>[Br:1][CH2:2][c:3]1[cH:4][cH:5][c:6]([C:7](=[O:8])[c:9]2[cH:10][cH:11][cH:12][cH:13][cH:14]2)[cH:15][cH:16]1.[O:17]([CH2:18][c:19]1[cH:20][cH:21][c:22]([C:23](=[O:24])[c:25]2[cH:26][cH:27][cH:28][cH:29][cH:30]2)[cH:31][cH:32]1)[CH2:37][CH:36]=[CH2:35]. Starting materials: NC=1SC(=CC1C(=O)N)C1=CC=C(C=C1)C(C)(C)O (2-amino-5-[4-(1-hydroxy-1-methylethyl)phenyl]thiophene-3-carboxamide), BrC1=CC=CC(=N1)C(C1CCN(CC1)C(=O)OC(C)(C)C)O (tert-butyl 4-[(6-bromopyridin-2-yl)(hydroxy)methyl]piperidine-1-carboxylate). Yields the product NC(=O)C1=C(SC(=C1)C1=CC=C(C=C1)C(C)(C)O)NC1=CC=CC(=N1)C(C1CCN(CC1)C(=O)OC(C)(C)C)O (tert-Butyl 4-[[6-({3-(aminocarbonyl)-5-[4-(1-hydroxy-1-methylethyl)phenyl]-2-thienyl}amino)pyridin-2-yl](hydroxy)methyl]piperidine-1-carboxylate). RXN SMILES: [NH2:1][C:2]1[S:3][C:4]([C:10]2[CH:15]=[CH:14][C:13]([C:16]([OH:19])([CH3:18])[CH3:17])=[CH:12][CH:11]=2)=[CH:5][C:6]=1[C:7]([NH2:9])=[O:8].Br[C:21]1[N:26]=[C:25]([CH:27]([OH:41])[CH:28]2[CH2:33][CH2:32][N:31]([C:34]([O:36][C:37]([CH3:40])([CH3:39])[CH3:38])=[O:35])[CH2:30][CH2:29]2)[CH:24]=[CH:23][CH:22]=1>>[NH2:9][C:7]([C:6]1[CH:5]=[C:4]([C:10]2[CH:15]=[CH:14][C:13]([C:16]([OH:19])([CH3:17])[CH3:18])=[CH:12][CH:11]=2)[S:3][C:2]=1[NH:1][C:21]1[N:26]=[C:25]([CH:27]([OH:41])[CH:28]2[CH2:29][CH2:30][N:31]([C:34]([O:36][C:37]([CH3:39])([CH3:38])[CH3:40])=[O:35])[CH2:32][CH2:33]2)[CH:24]=[CH:23][CH:22]=1)=[O:8]. Procedure: The title compound was prepared as described in Example 1 with 2-amino-5-[4-(1-hydroxy-1-methylethyl)phenyl]thiophene-3-carboxamide (0.20 g, 0.73 mmol) and tert-butyl 4-[(6-bromopyridin-2-yl)(hydroxy)methyl]piperidine-1-carboxylate (0.27 g, 0.71 mmol) as the starting materials. Reactants: C1(C=2C(C(N1)=O)=CC=CC2)=O.[K] (potassium phthalimide), NC1=NC=2C=CC=CC2C2=C1N=C(N2CC2(CCC2)O)CCl (1-{[4-amino-2-(chloromethyl)-1H-imidazo[4,5-c]quinolin-1-yl]methyl}cyclobutanol). The solvent is CN(C)C=O (DMF). Reaction conditions: time 8 hour. Yields the product NC1=NC=2C=CC=CC2C2=C1N=C(N2CC2(CCC2)O)CN2C(C1=CC=CC=C1C2=O)=O (2-({4-amino-1-[(1-hydroxycyclobutyl)methyl]-1H-imidazo[4,5-c]quinolin-2-yl}methyl)-1H-isoindole-1,3(2H)-dione). Yield: 95.5%. RXN SMILES: [C:1]1(=[O:11])[NH:5][C:4](=[O:6])[C:3]2=[CH:7][CH:8]=[CH:9][CH:10]=[C:2]12.[K].[NH2:13][C:14]1[C:23]2[N:24]=[C:25]([CH2:33]Cl)[N:26]([CH2:27][C:28]3([OH:32])[CH2:31][CH2:30][CH2:29]3)[C:22]=2[C:21]2[CH:20]=[CH:19][CH:18]=[CH:17][C:16]=2[N:15]=1>CN(C=O)C>[NH2:13][C:14]1[C:23]2[N:24]=[C:25]([CH2:33][N:5]3[C:1](=[O:11])[C:2]4[C:3](=[CH:7][CH:8]=[CH:9][CH:10]=4)[C:4]3=[O:6])[N:26]([CH2:27][C:28]3([OH:32])[CH2:31][CH2:30][CH2:29]3)[C:22]=2[C:21]2[CH:20]=[CH:19][CH:18]=[CH:17][C:16]=2[N:15]=1 |f:0.1,^1:11|. Procedure: Under a nitrogen atmosphere, potassium phthalimide (1.21 g, 6.52 mmol) was added to a solution of 1-{[4-amino-2-(chloromethyl)-1H-imidazo[4,5-c]quinolin-1-yl]methyl}cyclobutanol (1.88 g, 5.93 mmol) in DMF (30 mL), and the reaction mixture was stirred at room temperature overnight and then concentrated under reduced pressure. The residue was partitioned between chloroform (200 mL) and water (25 mL)/saturated aqueous sodium bicarbonate (2×40 mL). The organic layer was washed with brine (2×40 mL), ... Reactants: [Li]CCCC, C1CCOC1, Cc1oc2ccccc2c1C, CC(C)NC(C)C, COc1ccc(F)cc1C(C)(C)CC(=O)C(F)(F)F. As a reaction SMILES: [CH2:1]([Li:2])[CH2:3][CH2:4][CH3:5].[CH2:43]1[O:44][CH2:45][CH2:46][CH2:47]1.[CH3:13][c:14]1[o:15][c:16]2[c:17]([c:18]1[CH3:19])[cH:20][cH:21][cH:22][cH:23]2.[CH:6]([NH:7][CH:8]([CH3:9])[CH3:10])([CH3:11])[CH3:12].[F:24][C:25]([C:26]([CH2:27][C:28]([CH3:29])([CH3:30])[c:31]1[c:32]([O:38][CH3:39])[cH:33][cH:34][c:35]([F:37])[cH:36]1)=[O:40])([F:41])[F:42]>>[CH2:13]([c:14]1[o:15][c:16]2[c:17]([c:18]1[CH3:19])[cH:20][cH:21][cH:22][cH:23]2)[C:26]([C:25]([F:24])([F:41])[F:42])([CH2:27][C:28]([CH3:29])([CH3:30])[c:31]1[c:32]([O:38][CH3:39])[cH:33][cH:34][c:35]([F:37])[cH:36]1)[OH:40]. Yields the product COc1ccc(F)cc1C(C)(C)CC(O)(Cc1oc2ccccc2c1C)C(F)(F)F. The reactants are O=C1CCCO1, Clc1ccc(CI)c(Cl)c1. Product: O=C1OCCC1Cc1ccc(Cl)cc1Cl. RXN SMILES: [C:1]1(=[O:6])[CH2:2][CH2:3][CH2:4][O:5]1.[Cl:7][c:8]1[c:9]([CH2:10][I:11])[cH:12][cH:13][c:14]([Cl:16])[cH:15]1>>[C:1]1(=[O:6])[CH:2]([CH2:10][c:9]2[c:8]([Cl:7])[cH:15][c:14]([Cl:16])[cH:13][cH:12]2)[CH2:3][CH2:4][O:5]1.